This data is from the Open Reaction Database (ORD), a public repository of structured organic reaction records. The task is: describe an organic reaction: reactants, conditions, products, and yield Starting materials: CC1=C(C(=O)O)C=CC(=C1)/C(=N/C[Si](C)(C)C)/SC (2-methyl-4-{methylsulfanyl-[(Z)-trimethylsilanyl methylimino]methyl}-benzoic acid), F[B-](F)(F)F.BrC1=[N+](C=CC=C1)CC (2-bromo-1-ethyl-pyridinium tetrafluoroborate), S1CC(C1)N (thietan-3-ylamine), CCN(C(C)C)C(C)C (Hünigs base). Solvent: ClCCl (dichloromethane), O (Water). Reaction conditions: time 2 hour. The product is CSC(C1=CC(=C(C=C1)C(NC1CSC1)=O)C)=NC[Si](C)(C)C (3-methyl-4-(thietan-3-ylcarbamoyl)-N-trimethylsilanylmethyl-thiobenzimidic acid methyl ester). Isolated yield 12.1%. Reaction SMILES: [CH3:1][C:2]1[CH:10]=[C:9](/[C:11](/[S:18][CH3:19])=[N:12]/[CH2:13][Si:14]([CH3:17])([CH3:16])[CH3:15])[CH:8]=[CH:7][C:3]=1[C:4]([OH:6])=O.[S:20]1[CH2:23][CH:22]([NH2:24])[CH2:21]1.CCN(C(C)C)C(C)C.F[B-](F)(F)F.BrC1C=CC=C[N+]=1CC>ClCCl.O>[CH3:19][S:18][C:11](=[N:12][CH2:13][Si:14]([CH3:17])([CH3:16])[CH3:15])[C:9]1[CH:8]=[CH:7][C:3]([C:4](=[O:6])[NH:24][CH:22]2[CH2:23][S:20][CH2:21]2)=[C:2]([CH3:1])[CH:10]=1 |f:3.4|. Procedure: To a solution of 2-methyl-4-{methylsulfanyl-[(Z)-trimethylsilanyl methylimino]methyl}-benzoic acid (Example I18) (107 mg) in dichloromethane (6 ml) was added thietan-3-ylamine (88 mg), Hünigs base (0.248 ml) and 2-bromo-1-ethyl-pyridinium tetrafluoroborate (169 mg). The reaction mixture was stirred at ambient temperature for 2 hours. Water was added and the mixture was extracted twice with dichloromethane. The combined organic phases were washed with brine, dried over sodium sulfate and concentr... The reactants are CI, CN(C)C=O, CC(C)(C)OC(=O)N1CC2CC(O)CN2C(C(c2ccccc2)c2ccccc2)C1, [H-], [Na+], O. Product: COC1CC2CN(C(=O)OC(C)(C)C)CC(C(c3ccccc3)c3ccccc3)N2C1. As a reaction SMILES: [CH3:33][I:34].[CH3:36][N:37]([CH3:38])[CH:39]=[O:40].[CH:3]([c:4]1[cH:5][cH:6][cH:7][cH:8][cH:9]1)([c:10]1[cH:11][cH:12][cH:13][cH:14][cH:15]1)[CH:16]1[CH2:17][N:18]([C:26](=[O:27])[O:28][C:29]([CH3:30])([CH3:31])[CH3:32])[CH2:19][CH:20]2[N:21]1[CH2:22][CH:23]([OH:25])[CH2:24]2.[H-:1].[Na+:2].[OH2:35]>>[CH:3]([c:4]1[cH:5][cH:6][cH:7][cH:8][cH:9]1)([c:10]1[cH:11][cH:12][cH:13][cH:14][cH:15]1)[CH:16]1[CH2:17][N:18]([C:26](=[O:27])[O:28][C:29]([CH3:30])([CH3:31])[CH3:32])[CH2:19][CH:20]2[N:21]1[CH2:22][CH:23]([O:25][CH3:33])[CH2:24]2. Reactants: FC1=C(CC(C(=O)OCC)(C(=O)[O-])CC2=C(C=CC=C2)F)C=CC=C1 (ethyl bis(2-fluorobenzyl)malonate), [Cl-].[Li+] (lithium chloride), Cl (hydrochloric acid). Run in CS(=O)C (dimethyl sulfoxide), O (water). The product is FC1=C(CC(C(=O)O)CC2=C(C=CC=C2)F)C=CC=C1 (bis(2-fluorobenzyl)acetic acid). Isolated yield 41.7%. RXN SMILES: [F:1][C:2]1[CH:25]=[CH:24][CH:23]=[CH:22][C:3]=1[CH2:4][C:5]([CH2:14][C:15]1[CH:20]=[CH:19][CH:18]=[CH:17][C:16]=1[F:21])(C([O-])=O)[C:6]([O:8]CC)=[O:7].[Cl-].[Li+].Cl>CS(C)=O.O>[F:1][C:2]1[CH:25]=[CH:24][CH:23]=[CH:22][C:3]=1[CH2:4][CH:5]([CH2:14][C:15]1[CH:20]=[CH:19][CH:18]=[CH:17][C:16]=1[F:21])[C:6]([OH:8])=[O:7] |f:1.2|. Procedure: In 15 ml of dry dimethoxyethane was dissolved 5.2 g of ethyl malonate, and to the solution was added 3.8 g of a 50% sodium hydride (dispersion in an oil) with stirring under ice-cooling. To the mixture was added a solution of 20 ml of dry dimethoxyethane containing 12.3 g of 2-fluorobenzyl bromide. The mixture was stirred for 1 hour at room temperature, and then heated under reflux for 16 hours. The reaction mixture was evaporated under reduced pressure, and to the residue was acidified by an ad... Starting materials: CCCCCCCCCCCCCCOc1ccc(CBr)cc1, CC(=O)NCc1cccnc1. Product: CCCCCCCCCCCCCCOc1ccc(CN(Cc2cccnc2)C(C)=O)cc1. Reaction SMILES: [Br:1][CH2:2][c:3]1[cH:4][cH:5][c:6]([O:9][CH2:10][CH2:11][CH2:12][CH2:13][CH2:14][CH2:15][CH2:16][CH2:17][CH2:18][CH2:19][CH2:20][CH2:21][CH2:22][CH3:23])[cH:7][cH:8]1.[n:24]1[cH:25][c:26]([CH2:30][NH:31][C:32]([CH3:33])=[O:34])[cH:27][cH:28][cH:29]1>>[CH2:2]([c:3]1[cH:4][cH:5][c:6]([O:9][CH2:10][CH2:11][CH2:12][CH2:13][CH2:14][CH2:15][CH2:16][CH2:17][CH2:18][CH2:19][CH2:20][CH2:21][CH2:22][CH3:23])[cH:7][cH:8]1)[N:31]([CH2:30][c:26]1[cH:25][n:24][cH:29][cH:28][cH:27]1)[C:32]([CH3:33])=[O:34]. The reactants are O (Water), BrC1=C(C(=C(C=2CC(OC21)(C)C)C)NC(CC(C)(C)C)=O)C (N-(7-Bromo-2,2,4,6-tetramethyl-2,3-dihydro-1-benzofuran-5-yl)-3,3-dimethylbutanamide), C(C)(C)C1=CC=C(C=C1)O (4-isopropylphenol), C([O-])([O-])=O.[K+].[K+] (potassium carbonate). Reagents/catalysts: [Cu](I)I (Copper iodide). The solvent is N1=CC=CC=C1 (pyridine). Reaction conditions: temperature 140 celsius, time 60 hour. Yields the product C(C)(C)C1=CC=C(OC2=C(C(=C(C=3CC(OC32)(C)C)C)NC(CC(C)(C)C)=O)C)C=C1 (N-(7-(4-Isopropylphenoxy)-2,2,4,6-tetramethyl-2,3-dihydro-1-benzofuran-5-yl)-3,3-dimethylbutanamide). Isolated yield 39.9%. RXN SMILES: Br[C:2]1[C:10]2[O:9][C:8]([CH3:12])([CH3:11])[CH2:7][C:6]=2[C:5]([CH3:13])=[C:4]([NH:14][C:15](=[O:21])[CH2:16][C:17]([CH3:20])([CH3:19])[CH3:18])[C:3]=1[CH3:22].[CH:23]([C:26]1[CH:31]=[CH:30][C:29]([OH:32])=[CH:28][CH:27]=1)([CH3:25])[CH3:24].C(=O)([O-])[O-].[K+].[K+].O>N1C=CC=CC=1.[Cu](I)I>[CH:23]([C:26]1[CH:31]=[CH:30][C:29]([O:32][C:2]2[C:10]3[O:9][C:8]([CH3:12])([CH3:11])[CH2:7][C:6]=3[C:5]([CH3:13])=[C:4]([NH:14][C:15](=[O:21])[CH2:16][C:17]([CH3:20])([CH3:19])[CH3:18])[C:3]=2[CH3:22])=[CH:28][CH:27]=1)([CH3:25])[CH3:24] |f:2.3.4|. Procedure: A mixed solution of N-(7-bromo-2,2,4,6-tetramethyl-2,3-dihydro-1-benzofuran-5-yl)-3,3-dimethylbutanamide (500 mg, 1.36 mmol) obtained in Example 343, 4-isopropylphenol (556 mg, 4.08 mmol) and potassium carbonate (188 mg, 1.36 mmol) in pyridine (16 mL) was stirred at 140° C. under argon atmosphere for 1 hour. Copper iodide (259 mg, 1.36 mmol) was added to the reaction solution and the mixture was stirred at 140° C. for 60 hours. Water was added to the reaction solution and the product was extract... Starting materials: COC(=O)C(C)O, CCOC(C)=O, Cc1ccccc1, CCCCCC, Cc1[nH]nc(O)c1Oc1cc(-n2c(=O)cc(C(F)(F)F)n(C)c2=O)c(F)cc1Cl, CC(C)OC(=O)N=NC(=O)OC(C)C, c1ccc(P(c2ccccc2)c2ccccc2)cc1. Product: COC(=O)C(C)Oc1n[nH]c(C)c1Oc1cc(-n2c(=O)cc(C(F)(F)F)n(C)c2=O)c(F)cc1Cl. RXN SMILES: [C:30]([CH:31]([OH:32])[CH3:33])(=[O:34])[O:35][CH3:36].[CH3:70][CH2:71][O:72][C:73](=[O:74])[CH3:75].[CH3:76][c:77]1[cH:78][cH:79][cH:80][cH:81][cH:82]1.[CH3:83][CH2:84][CH2:85][CH2:86][CH2:87][CH3:88].[Cl:1][c:2]1[c:3]([O:4][c:5]2[c:6]([OH:11])[n:7][nH:8][c:9]2[CH3:10])[cH:12][c:13](-[n:17]2[c:18](=[O:29])[n:19]([CH3:28])[c:20]([C:24]([F:25])([F:26])[F:27])[cH:21][c:22]2=[O:23])[c:14]([F:16])[cH:15]1.[O:56]=[C:57]([O:58][CH:59]([CH3:60])[CH3:61])[N:62]=[N:63][C:64]([O:65][CH:66]([CH3:67])[CH3:68])=[O:69].[c:37]1([P:38]([c:39]2[cH:40][cH:41][cH:42][cH:43][cH:44]2)[c:45]2[cH:46][cH:47][cH:48][cH:49][cH:50]2)[cH:51][cH:52][cH:53][cH:54][cH:55]1>>[Cl:1][c:2]1[c:3]([O:4][c:5]2[c:6]([O:11][CH:31]([C:30](=[O:34])[O:35][CH3:36])[CH3:33])[n:7][nH:8][c:9]2[CH3:10])[cH:12][c:13](-[n:17]2[c:18](=[O:29])[n:19]([CH3:28])[c:20]([C:24]([F:25])([F:26])[F:27])[cH:21][c:22]2=[O:23])[c:14]([F:16])[cH:15]1. Reactants: BrC1=C(C(=O)O)C=CC=N1 (2-bromonicotinic acid), NC1=C(C=C(C(=C1)Br)Br)N (1,2-diamino-4,5-dibromobenzene). Reaction conditions: temperature 150 celsius. The product is BrC=1C(=CC2=C(NC(C3=C(N2)N=CC=C3)=O)C1)Br (6,11-dihydro-8,9-dibromo-5H-pyrido[2,3-b][1,5]benzodiazepin-5-one). RXN SMILES: Br[C:2]1[N:10]=[CH:9][CH:8]=[CH:7][C:3]=1[C:4]([OH:6])=O.[NH2:11][C:12]1[CH:17]=[C:16]([Br:18])[C:15]([Br:19])=[CH:14][C:13]=1[NH2:20]>>[Br:18][C:16]1[C:15]([Br:19])=[CH:14][C:13]2[NH:20][C:2]3[N:10]=[CH:9][CH:8]=[CH:7][C:3]=3[C:4](=[O:6])[NH:11][C:12]=2[CH:17]=1. Reported procedure: A mixture of 0.1 mole of 2-bromonicotinic acid and 0.1 mole of 1,2-diamino-4,5-dibromobenzene is heated in an open vessel to 150° C. with vigorous stirring. After 3 minutes the source of heat is removed, and the reaction mixture is allowed to cool to room temperature and to crystallizes to give a solid. The solid is removed from the vessel, powdered, washed with dilute sodium hydroxide, and then with boiling water, and finally recrystallized from dioxane to give 6,11-dihydro-8,9-dibromo-5H-pyrid...